This data is from the Open Reaction Database (ORD), a public repository of structured organic reaction records. The task is: describe an organic reaction: reactants, conditions, products, and yield The reactants are BrC1=CC(=C(C(=O)OC)C(=C1)F)F (methyl 4-bromo-2,6-difluorobenzoate), C(N)(OC(C)(C)C)=O (tert-butyl carbamate), CC1(C2=C(C(=CC=C2)P(C3=CC=CC=C3)C4=CC=CC=C4)OC5=C(C=CC=C51)P(C6=CC=CC=C6)C7=CC=CC=C7)C (Xantphos), C([O-])([O-])=O.[Cs+].[Cs+] (caesium carbonate). The reagents and catalysts are C(C)(=O)[O-].[Pd+2].C(C)(=O)[O-] (palladium(II) acetate). The solvent is O1CCOCC1 (1,4-dioxane). Run at temperature 140 celsius, time 2 minute. Yields the product C(C)(C)(C)OC(=O)NC1=CC(=C(C(=O)OC)C(=C1)F)F (Methyl 4-[(tert-butoxycarbonyl)amino]-2,6-difluorobenzoate). Reaction SMILES: Br[C:2]1[CH:11]=[C:10]([F:12])[C:5]([C:6]([O:8][CH3:9])=[O:7])=[C:4]([F:13])[CH:3]=1.[C:14](=[O:21])([O:16][C:17]([CH3:20])([CH3:19])[CH3:18])[NH2:15].CC1(C)C2C(=C(P(C3C=CC=CC=3)C3C=CC=CC=3)C=CC=2)OC2C(P(C3C=CC=CC=3)C3C=CC=CC=3)=CC=CC1=2.C(=O)([O-])[O-].[Cs+].[Cs+]>C([O-])(=O)C.[Pd+2].C([O-])(=O)C.O1CCOCC1>[C:17]([O:16][C:14]([NH:15][C:2]1[CH:11]=[C:10]([F:12])[C:5]([C:6]([O:8][CH3:9])=[O:7])=[C:4]([F:13])[CH:3]=1)=[O:21])([CH3:20])([CH3:19])[CH3:18] |f:3.4.5,6.7.8|. Procedure: Under argon, a microwave vessel was charged with 54 mg (0.22 mmol) of methyl 4-bromo-2,6-difluorobenzoate, 118 mg (1.01 mmol, 4.7 eq.) of tert-butyl carbamate, 4.6 mg (0.02 mmol, 0.1 eq.) of palladium(II) acetate, 15 mg (0.026 mmol, 0.13 eq.) of Xantphos, 137 mg (0.42 mmol, 2 eq.) of caesium carbonate and 2 ml of 1,4-dioxane. A stream of argon was passed through the suspension for 2 min. The reaction mixture was heated in the microwave at 140° C. for 20 min. After filtration through kieselguhr, ...